From a dataset of the Open Reaction Database (ORD), a public repository of structured organic reaction records. describe an organic reaction: reactants, conditions, products, and yield Starting materials: xylenes, ClC=1C=CC=C2C=CC(=NC12)N1C=NC2=C1C=CC(=C2)OCCCN2CCOCC2 (8-Chloro-2-[5-(3-morpholinopropoxy)-1H-benzimidazol-1-yl]-quinoline), C(C)(C)(C)OC(NC1CCNCC1)=O (piperidin-4-yl-carbamic acid tert-butyl ester), C=1C=CC(=CC1)P(C=2C=CC=CC2)C3=CC=C4C=CC=CC4=C3C5=C6C=CC=CC6=CC=C5P(C=7C=CC=CC7)C=8C=CC=CC8 (BINAP), C(=O)([O-])[O-].[Cs+].[Cs+] (Cs2CO3). Reagents/catalysts: CC(=O)[O-].CC(=O)[O-].[Pd+2] (Pd(OAc)2). The solvent is hexanes. The product is C(C)(C)(C)OC(NC1CCN(CC1)C=1C=CC=C2C=CC(=NC12)N1C=NC2=C1C=CC(=C2)OCCCN2CCOCC2)=O ({1-[[2-[5-(3-Morpholinopropoxy)-1H-benzimidazol-1-yl]-quinolin-8-yl]]-piperidin-4-yl}-carbamic acid tert-butyl ester). RXN SMILES: Cl[C:2]1[CH:3]=[CH:4][CH:5]=[C:6]2[C:11]=1[N:10]=[C:9]([N:12]1[C:16]3[CH:17]=[CH:18][C:19]([O:21][CH2:22][CH2:23][CH2:24][N:25]4[CH2:30][CH2:29][O:28][CH2:27][CH2:26]4)=[CH:20][C:15]=3[N:14]=[CH:13]1)[CH:8]=[CH:7]2.C1C=CC(P(C2C(C3C(P(C4C=CC=CC=4)C4C=CC=CC=4)=CC=C4C=3C=CC=C4)=C3C(C=CC=C3)=CC=2)C2C=CC=CC=2)=CC=1.C([O-])([O-])=O.[Cs+].[Cs+].[C:83]([O:87][C:88](=[O:96])[NH:89][CH:90]1[CH2:95][CH2:94][NH:93][CH2:92][CH2:91]1)([CH3:86])([CH3:85])[CH3:84]>CC([O-])=O.CC([O-])=O.[Pd+2]>[C:83]([O:87][C:88](=[O:96])[NH:89][CH:90]1[CH2:95][CH2:94][N:93]([C:2]2[CH:3]=[CH:4][CH:5]=[C:6]3[C:11]=2[N:10]=[C:9]([N:12]2[C:16]4[CH:17]=[CH:18][C:19]([O:21][CH2:22][CH2:23][CH2:24][N:25]5[CH2:30][CH2:29][O:28][CH2:27][CH2:26]5)=[CH:20][C:15]=4[N:14]=[CH:13]2)[CH:8]=[CH:7]3)[CH2:92][CH2:91]1)([CH3:86])([CH3:84])[CH3:85] |f:2.3.4,6.7.8|. Reported procedure: 8-Chloro-2-[5-(3-morpholinopropoxy)-1H-benzimidazol-1-yl]-quinoline 138D (226 mg, 0.53 mMol), racemic-BINAP (50 mg, 0.08 mMol), Cs2CO3 (243 mg, 0.75 mMol), piperidin-4-yl-carbamic acid tert-butyl ester (214 mg, 1.07 mMol), xylenes (1 mL), and Pd(OAc)2 (12 mg, 0.053 mMol) were combined under argon and heated at reflux for 2 days. After allowing the mixture to cool, hexanes were added and decanted off, several times, to remove hexane solubles. The residue was stirred with EtOAc and filtered, and t... The reactants are COC(=O)OC(C)C, CO, CN(C)CCO. The product is CC(C)OC(=O)OCCN(C)C. RXN SMILES: [C:7]([O:8][CH3:14])(=[O:9])[O:10][CH:11]([CH3:12])[CH3:13].[CH3:15][OH:16].[CH3:1][N:2]([CH3:3])[CH2:4][CH2:5][OH:6]>>[CH3:1][N:2]([CH3:3])[CH2:4][CH2:5][O:6][C:7](=[O:8])[O:10][CH:11]([CH3:12])[CH3:13]. Reactants: COc1ccc(P2(=S)SP(=S)(c3ccc(OC)cc3)S2)cc1, Cc1ccccc1, O=C1CCC(N2C(=O)c3ccccc3C2=O)C(=O)N1. The product is O=C1NC(=S)CCC1N1C(=O)c2ccccc2C1=O. As a reaction SMILES: [CH3:20][O:21][c:22]1[cH:23][cH:24][c:25]([P:26]2(=[S:29])[S:27][P:28]([c:30]3[cH:31][cH:32][c:33]([O:34][CH3:35])[cH:36][cH:37]3)(=[S:38])[S:39]2)[cH:40][cH:41]1.[CH3:42][c:43]1[cH:44][cH:45][cH:46][cH:47][cH:48]1.[O:1]=[C:2]1[CH2:3][CH2:4][CH:5]([N:6]2[C:7](=[O:8])[c:9]3[cH:10][cH:11][cH:12][cH:13][c:14]3[C:15]2=[O:16])[C:17](=[O:18])[NH:19]1>>[C:2]1(=[S:29])[CH2:3][CH2:4][CH:5]([N:6]2[C:7](=[O:8])[c:9]3[cH:10][cH:11][cH:12][cH:13][c:14]3[C:15]2=[O:16])[C:17](=[O:18])[NH:19]1. The reactants are BrC1=CC=C2NC(C(NC2=C1C(=O)OC)=O)(C)C (7-bromo-8-methoxycarbonyl-3,3-dimethyl-3,4-dihydro-1H-quinoxalin-2-one), CI (methyl iodide), C([O-])([O-])=O (carbonate), C(C)(=O)OCC (Ethyl acetate). Run in O (water), CN(C=O)C (N,N-dimethylformamide). Run at time 2 hour. Yields the product BrC1=CC=C2NC(C(N(C2=C1C(=O)OC)C)=O)(C)C (7-Bromo-8-methoxycarbonyl-1,3,3-trimethyl-3,4-dihydro-1H-quinoxalin-2-one). Yield: 80.6%. RXN SMILES: [Br:1][C:2]1[C:11]([C:12]([O:14][CH3:15])=[O:13])=[C:10]2[C:5]([NH:6][C:7]([CH3:18])([CH3:17])[C:8](=[O:16])[NH:9]2)=[CH:4][CH:3]=1.CI.[C:21](=O)([O-])[O-].C(OCC)(=O)C>CN(C)C=O.O>[Br:1][C:2]1[C:11]([C:12]([O:14][CH3:15])=[O:13])=[C:10]2[C:5]([NH:6][C:7]([CH3:18])([CH3:17])[C:8](=[O:16])[N:9]2[CH3:21])=[CH:4][CH:3]=1. Procedure details: A mixture of 7-bromo-8-methoxycarbonyl-3,3-dimethyl-3,4-dihydro-1H-quinoxalin-2-one (Reference Compound No. 1, 102 mg, 0.326 mmol), methyl iodide (100 μL, 1.60 mmol), and cessium carbonate (272 mg, 0.835 mmol) was suspended in anhydrous N,N-dimethylformamide (5 mL) and stirred at room temperature for 2 hours. Ethyl acetate (25 mL) and water (25 mL) were added to the reaction mixture and partitioned. The organic layer was washed with saturated brine (20 mL), dried over anhydrous magnesium sulfate... Starting materials: COc1ccc(P2(=S)SP(=S)(c3ccc(OC)cc3)S2)cc1, COCCOC, Cl, O=c1ccn(CCCCN2CC3CC3(c3ccc(C(F)(F)F)cc3)C2)c(=O)[nH]1. Yields the product Cl, O=c1[nH]c(=S)ccn1CCCCN1CC2CC2(c2ccc(C(F)(F)F)cc2)C1. As a reaction SMILES: [CH3:30][O:31][c:32]1[cH:33][cH:34][c:35]([P:36]2(=[S:39])[S:37][P:38]([c:40]3[cH:41][cH:42][c:43]([O:44][CH3:45])[cH:46][cH:47]3)(=[S:48])[S:49]2)[cH:50][cH:51]1.[CH3:52][O:53][CH2:54][CH2:55][O:56][CH3:57].[ClH:1].[F:2][C:3]([c:4]1[cH:5][cH:6][c:7]([C:10]23[CH2:11][N:12]([CH2:16][CH2:17][CH2:18][CH2:19][n:20]4[c:21](=[O:27])[nH:22][c:23](=[O:26])[cH:24][cH:25]4)[CH2:13][CH:14]2[CH2:15]3)[cH:8][cH:9]1)([F:28])[F:29]>>[ClH:1].[F:2][C:3]([c:4]1[cH:5][cH:6][c:7]([C:10]23[CH2:11][N:12]([CH2:16][CH2:17][CH2:18][CH2:19][n:20]4[c:21](=[O:27])[nH:22][c:23](=[S:39])[cH:24][cH:25]4)[CH2:13][CH:14]2[CH2:15]3)[cH:8][cH:9]1)([F:28])[F:29]. The reactants are CC(C)OC(=O)CCCCCOc1cc2c(cc1N)nc(-c1ccccc1)n2-c1ccccc1, [Cl-], O=S(=O)(O)Cc1ccccc1. The product is CC(C)OC(=O)CCCCCOc1cc2c(cc1NS(=O)(=O)Cc1ccccc1)nc(-c1ccccc1)n2-c1ccccc1. Reaction SMILES: [CH:1]([CH3:2])([CH3:3])[O:4][C:5]([CH2:6][CH2:7][CH2:8][CH2:9][CH2:10][O:11][c:12]1[c:13]([NH2:33])[cH:14][c:15]2[c:16]([n:17](-[c:26]3[cH:27][cH:28][cH:29][cH:30][cH:31]3)[c:18](-[c:20]3[cH:21][cH:22][cH:23][cH:24][cH:25]3)[n:19]2)[cH:32]1)=[O:34].[Cl-:35].[c:36]1([CH2:42][S:43](=[O:44])(=[O:45])[OH:46])[cH:37][cH:38][cH:39][cH:40][cH:41]1>>[CH:1]([CH3:2])([CH3:3])[O:4][C:5]([CH2:6][CH2:7][CH2:8][CH2:9][CH2:10][O:11][c:12]1[c:13]([NH:33][S:43]([CH2:42][c:36]2[cH:37][cH:38][cH:39][cH:40][cH:41]2)(=[O:44])=[O:45])[cH:14][c:15]2[c:16]([n:17](-[c:26]3[cH:27][cH:28][cH:29][cH:30][cH:31]3)[c:18](-[c:20]3[cH:21][cH:22][cH:23][cH:24][cH:25]3)[n:19]2)[cH:32]1)=[O:34]. The reactants are ClCCCBr, CC(C)=O, [Na+], [OH-], OC1CCNCC1. The product is OC1CCN(CCCCl)CC1. RXN SMILES: [Br:10][CH2:11][CH2:12][CH2:13][Cl:14].[CH3:15][C:16](=[O:17])[CH3:18].[Na+:9].[OH-:8].[OH:1][CH:2]1[CH2:3][CH2:4][NH:5][CH2:6][CH2:7]1>>[OH:1][CH:2]1[CH2:3][CH2:4][N:5]([CH2:11][CH2:12][CH2:13][Cl:14])[CH2:6][CH2:7]1. The product is C(C)(=O)N1CCN(CC1)CC1=C(N=C2N1CCOC1=C2C=C(C=C1)C#CC(C)(C)O)C(=O)N (3-((4-acetylpiperazin-1-yl)methyl)-10-(3-hydroxy-3-methylbut-1-yn-1-yl)-5,6-dihydrobenzo[f]imidazo[1,2-d][1,4]oxazepine-2-carboxamide). Reaction SMILES: [C:1]([N:4]1[CH2:9][CH2:8][N:7]([CH2:10][C:11]2[N:15]3[CH2:16][CH2:17][O:18][C:19]4[CH:24]=[CH:23][C:22](Br)=[CH:21][C:20]=4[C:14]3=[N:13][C:12]=2[C:26]([NH2:28])=[O:27])[CH2:6][CH2:5]1)(=[O:3])[CH3:2].BrC1C=CC2OCCN3C(CN4CCCC4)=C(C(N)=O)N=C3C=2C=1.N1(C(=O)C)CCNCC1.[CH3:62][C:63]([OH:67])([C:65]#[CH:66])[CH3:64]>>[C:1]([N:4]1[CH2:9][CH2:8][N:7]([CH2:10][C:11]2[N:15]3[CH2:16][CH2:17][O:18][C:19]4[CH:24]=[CH:23][C:22]([C:66]#[C:65][C:63]([OH:67])([CH3:64])[CH3:62])=[CH:21][C:20]=4[C:14]3=[N:13][C:12]=2[C:26]([NH2:28])=[O:27])[CH2:6][CH2:5]1)(=[O:3])[CH3:2]. Starting materials: C(C)(=O)N1CCN(CC1)CC1=C(N=C2N1CCOC1=C2C=C(C=C1)Br)C(=O)N (3-((4-acetylpiperazin-1-yl)methyl)-10-bromo-5,6-dihydrobenzo[f]imidazo[1,2-d][1,4]oxazepine-2-carboxamide), CC(C)(C#C)O (2-methylbut-3-yn-2-ol), BrC=1C=CC2=C(C=3N(CCO2)C(=C(N3)C(=O)N)CN3CCCC3)C1 (10-bromo-3-(pyrrolidin-1-ylmethyl)-5,6-dihydrobenzo[f]imidazo[1,2-d][1,4]oxazepine-2-carboxamide), N1(CCNCC1)C(C)=O (1-(piperazin-1-yl)ethanone). Yield: 42.0%. Procedure: Similar to as described in General Procedure G, 3-((4-acetylpiperazin-1-yl)methyl)-10-bromo-5,6-dihydrobenzo[f]imidazo[1,2-d][1,4]oxazepine-2-carboxamide (prepared similarly as described in the synthesis of 10-bromo-3-(pyrrolidin-1-ylmethyl)-5,6-dihydrobenzo[f]imidazo[1,2-d][1,4]oxazepine-2-carboxamide replacing pyrrolidine with 1-(piperazin-1-yl)ethanone) was reacted with 2-methylbut-3-yn-2-ol to give the titled compound as a colorless solid (34 mg, 42%). Reactants: [Al+3], CCOC(=O)c1cc(-c2ccccc2)oc1C, Cl, [H-], [H-], [H-], [H-], [Li+], C1CCOC1, O. The product is Cc1oc(-c2ccccc2)cc1CO. As a reaction SMILES: [Al+3:19].[CH3:1][c:2]1[o:3][c:4](-[c:12]2[cH:13][cH:14][cH:15][cH:16][cH:17]2)[cH:5][c:6]1[C:7](=[O:8])[O:9][CH2:10][CH3:11].[ClH:24].[H-:18].[H-:21].[H-:22].[H-:23].[Li+:20].[O:26]1[CH2:27][CH2:28][CH2:29][CH2:30]1.[OH2:25]>>[CH3:1][c:2]1[o:3][c:4](-[c:12]2[cH:13][cH:14][cH:15][cH:16][cH:17]2)[cH:5][c:6]1[CH2:7][OH:8]. Starting materials: C1N2CN3CN1CN(C2)C3 (hexamethylenetetramine), BrCC(=O)C=1SC=CC1 (2-bromo-1-thien-2-ylethanone). Solvent: C(Cl)(Cl)Cl (chloroform). Reaction conditions: time 18 hour. Yields the product [Br-].O=C(C[N+]12CN3CN(CN(C1)C3)C2)C=2SC=CC2 (1-(2-oxo-2-thien-2-ylethyl)-3,5,7-triaza-1-azoniatricyclo[3,3,1,13,7 ]decane bromide). Isolated yield 93.3%. Reaction SMILES: [CH2:1]1[N:6]2[CH2:7][N:8]3[CH2:10][N:4]([CH2:5]2)[CH2:3][N:2]1[CH2:9]3.[Br:11][CH2:12][C:13]([C:15]1[S:16][CH:17]=[CH:18][CH:19]=1)=[O:14]>C(Cl)(Cl)Cl>[Br-:11].[O:14]=[C:13]([C:15]1[S:16][CH:17]=[CH:18][CH:19]=1)[CH2:12][N+:2]12[CH2:9][N:8]3[CH2:10][N:4]([CH2:5][N:6]([CH2:7]3)[CH2:1]1)[CH2:3]2 |f:3.4|. Procedure: To a stirred mixture of 58.0 g (0.410 mole) of hexamethylenetetramine in 900 ml of chloroform was added 77.0 g (0.380 mole) of 2-bromo-1-thien-2-ylethanone. The mixture was stirred at room temperature for approximately 18 hours. A precipitate formed and was collected by filtration. The filter cake was washed with methylene chloride and was dried to yield 122.4 g of 1-(2-oxo-2-thien-2-ylethyl)-3,5,7-triaza-1-azoniatricyclo[3,3,1,13,7 ]decane bromide.